This data is from the Open Reaction Database (ORD), a public repository of structured organic reaction records. The task is: describe an organic reaction: reactants, conditions, products, and yield The reactants are N#CCOC(=O)c1ccccc1, CCO, NO. Yields the product N=C(COC(=O)c1ccccc1)NO. As a reaction SMILES: [C:1]([c:2]1[cH:3][cH:4][cH:5][cH:6][cH:7]1)(=[O:8])[O:9][CH2:10][C:11]#[N:12].[CH3:15][CH2:16][OH:17].[NH2:13][OH:14]>>[C:1]([c:2]1[cH:3][cH:4][cH:5][cH:6][cH:7]1)(=[O:8])[O:9][CH2:10][C:11](=[NH:12])[NH:13][OH:14]. The reactants are C([O-])(O)=O.[Na+] (sodium bicarbonate), O1CCOCC1 (dioxane), Cl (hydrogen chloride), C(C)(C)(C)OC(=O)N1[C@@H](C[C@@H](C1)SCC1=CC=C(C=C1)OC)C(N)=O ((2S, 4S)-1-(t-butoxycarbonyl)-2-carbamoyl-4-(4-methoxybenzylthio)pyrrolidine). The solvent is C(C)(=O)OCC (ethyl acetate). Reaction conditions: time 30 minute. Yields the product C(N)(=O)[C@H]1NC[C@H](C1)SCC1=CC=C(C=C1)OC ((2S, 4S)-2-Carbamoyl-4-(4-methoxybenzylthio)-pyrrolidine). The yield is 97.5%. RXN SMILES: C(OC([N:8]1[CH2:12][C@@H:11]([S:13][CH2:14][C:15]2[CH:20]=[CH:19][C:18]([O:21][CH3:22])=[CH:17][CH:16]=2)[CH2:10][C@H:9]1[C:23](=[O:25])[NH2:24])=O)(C)(C)C.O1CCOCC1.Cl.C(=O)(O)[O-].[Na+]>C(OCC)(=O)C>[C:23]([C@@H:9]1[CH2:10][C@H:11]([S:13][CH2:14][C:15]2[CH:16]=[CH:17][C:18]([O:21][CH3:22])=[CH:19][CH:20]=2)[CH2:12][NH:8]1)(=[O:25])[NH2:24] |f:3.4|. Reported procedure: 1.92 g of (2S, 4S)-1-(t-butoxycarbonyl)-2-carbamoyl-4-(4-methoxybenzylthio)pyrrolidine [prepared as described in step (4) above] was dissolved in 25 ml of ethyl acetate, and 26.2 ml of a 4N dioxane solution of hydrogen chloride were added to the solution, whilst ice-cooling. The mixture was then stirred at 0° to 5° C. for 2 hours and at room temperature for 30 minutes. At the end of this time, it was poured into a saturated aqueous solution of sodium bicarbonate, to make it weakly basic, and was... Reactants: C(C1=CC=CC=C1)(=O)NC=1C=2N=CN([C@H]3C[C@H](O)[C@@H](CO)O3)C2N=CN1 (N6 -benzoyl-2'-deoxyadenosine), N#N.C(C(C)C)(=O)[C@@]1(C[C@H](O)[C@@H](COC(C2=CC=C(C=C2)OC)(C2=CC=C(C=C2)OC)C2=CC=CC=C2)O1)N1C=NC=2C(=O)NC(N)=NC12 (N2 isobutyryl-5'-O-(4,4'-dimethoxytrityl)-2'-deoxyguanosine). Product: C(C1=CC=CC=C1)(=O)NC=1C=2N=CN([C@H]3C[C@H](O)[C@@H](COC(C4=CC=C(C=C4)OC)(C4=CC=C(C=C4)OC)C4=CC=CC=C4)O3)C2N=CN1 (N6 -Benzoyl-5'-O-(4,4'-dimethoxytrityl)-2'-deoxyadenosine). As a reaction SMILES: [C:1]([NH:9][C:10]1[C:11]2[N:12]=[CH:13][N:14]([C:23]=2[N:24]=[CH:25][N:26]=1)[C@@H:15]1[O:22][C@H:19]([CH2:20][OH:21])[C@@H:17]([OH:18])[CH2:16]1)(=[O:8])[C:2]1[CH:7]=[CH:6][CH:5]=[CH:4][CH:3]=1.N#N.C([C@@]1(N2C3N=C(N)NC(=O)C=3N=C2)O[C@H](CO[C:41]([C:58]2[CH:63]=[CH:62][CH:61]=[CH:60][CH:59]=2)([C:50]2[CH:55]=[CH:54][C:53]([O:56][CH3:57])=[CH:52][CH:51]=2)[C:42]2[CH:47]=[CH:46][C:45]([O:48][CH3:49])=[CH:44][CH:43]=2)[C@@H](O)C1)(=O)C(C)C>>[C:1]([NH:9][C:10]1[C:11]2[N:12]=[CH:13][N:14]([C:23]=2[N:24]=[CH:25][N:26]=1)[C@@H:15]1[O:22][C@H:19]([CH2:20][O:21][C:41]([C:58]2[CH:63]=[CH:62][CH:61]=[CH:60][CH:59]=2)([C:50]2[CH:55]=[CH:54][C:53]([O:56][CH3:57])=[CH:52][CH:51]=2)[C:42]2[CH:43]=[CH:44][C:45]([O:48][CH3:49])=[CH:46][CH:47]=2)[C@@H:17]([OH:18])[CH2:16]1)(=[O:8])[C:2]1[CH:3]=[CH:4][CH:5]=[CH:6][CH:7]=1 |f:1.2|. Reported procedure: This compound was prepared from N6 -benzoyl-2'-deoxyadenosine by the same procedure used for the preparation of N2 -isobutyryl-5'-O-(4,4'-dimethoxytrityl)-2'-deoxyguanosine. Starting materials: BrC1=CC=C(C=C1)C1=CC=C(C=C1)N1[C@@H]2[C@H](CC1)CN(C2)C(=O)OCC (Ethyl (3aR,6aR)-1-(4′-bromo-1,1′-biphenyl-4-yl)hexahydropyrrolo[3,4-b]pyrrole-5(1H)-carboxylate), C([O-])([O-])=O.[K+].[K+] (potassium carbonate), N=1NC(C=CC1)=O (3(2H)-pyridazinone), OC=1C=CC=C2C=CC=NC12 (8-hydroxyquinoline), C([O-])([O-])=O.[K+].[K+] (potassium carbonate). Reagents/catalysts: [Cu]I (copper (I) iodide). Run in CN(C=O)C (DMF), CN(C=O)C (dimethylformamide). Conditions: temperature 140 celsius. Yields the product O=C1C=CC=NN1C1=CC=C(C=C1)C1=CC=C(C=C1)N1[C@@H]2[C@H](CC1)CN(C2)C(=O)OCC (Ethyl (3aR,6aR)-1-[4′-(6-oxopyridazin-1(6H)-yl)-1,1′-biphenyl-4-yl]hexahydropyrrolo[3,4-b]pyrrole-5(1H)-carboxylate). The yield is 81.9%. RXN SMILES: OC1C=CC=C2C=1N=CC=C2.C(=O)([O-])[O-].[K+].[K+].Br[C:19]1[CH:24]=[CH:23][C:22]([C:25]2[CH:30]=[CH:29][C:28]([N:31]3[CH2:35][CH2:34][C@@H:33]4[CH2:36][N:37]([C:39]([O:41][CH2:42][CH3:43])=[O:40])[CH2:38][C@H:32]34)=[CH:27][CH:26]=2)=[CH:21][CH:20]=1.[N:44]1[NH:45][C:46](=[O:50])[CH:47]=[CH:48][CH:49]=1>CN(C)C=O.[Cu]I>[O:50]=[C:46]1[N:45]([C:19]2[CH:24]=[CH:23][C:22]([C:25]3[CH:30]=[CH:29][C:28]([N:31]4[CH2:35][CH2:34][C@@H:33]5[CH2:36][N:37]([C:39]([O:41][CH2:42][CH3:43])=[O:40])[CH2:38][C@H:32]45)=[CH:27][CH:26]=3)=[CH:21][CH:20]=2)[N:44]=[CH:49][CH:48]=[CH:47]1 |f:1.2.3|. Procedure: A mixture of 1.98 g of copper (I) iodide (10.4 mmole, 0.10 eq.), 1.66 g of 8-hydroxyquinoline (11.44 mmole, 0.11 eq.), 4.0 g of potassium carbonate (28.94 mmole, 0.29 eq.) in 18.8 g of dimethylformamide (DMF) was mixed at ambient temperature. The mixture was added to another flask containing 41.6 g of the product of Example 1D (100.16 mmole, 1.00 eq.), 23.6 g of potassium carbonate (170.75 mmole, 1.70 eq.), and 14.4 g of 3(2H)-pyridazinone (149.86 mmole, 1.50 eq.). Additional DMF (226 g) was use... The reactants are BrC1=CC(=C(C=C1)[N+](=O)[O-])F (4-bromo-2-fluoro-1-nitrobenzene), O1CCC(CC1)N (tetrahydro-2H-pyran-4-amine), TEA. Run in CN(C)C=O (DMF), O (H2O). Run at temperature 120 celsius. Product: BrC=1C=CC(=C(C1)NC1CCOCC1)[N+](=O)[O-] (N-(5-bromo-2-nitrophenyl)tetrahydro-2H-pyran-4-amine). Yield: 90.9%. RXN SMILES: [Br:1][C:2]1[CH:7]=[CH:6][C:5]([N+:8]([O-:10])=[O:9])=[C:4](F)[CH:3]=1.[O:12]1[CH2:17][CH2:16][CH:15]([NH2:18])[CH2:14][CH2:13]1>CN(C=O)C.O>[Br:1][C:2]1[CH:7]=[CH:6][C:5]([N+:8]([O-:10])=[O:9])=[C:4]([NH:18][CH:15]2[CH2:16][CH2:17][O:12][CH2:13][CH2:14]2)[CH:3]=1. Procedure: To a solution of 4-bromo-2-fluoro-1-nitrobenzene (2 g, 9.137 mmol) in DMF (10 mL) was added tetrahydro-2H-pyran-4-amine (1.108 g, 10.964 mmol) and TEA (2.772 g, 27.410 mmol). The reaction mixture was heated at 120° C. in microwave reactor for 30 mins. The reaction mixture was diluted with H2O then extracted with EA. The combined organic layers were dried over sodium sulfate, filtered and concentrated to yield a crude product (2.5 g) which was used in next step without further purification. LCMS ... Reactants: S(O)(O)(=O)=O (sulphuric acid), S(O)(O)(=O)=O (sulphuric acid), salt-ice, [N+](=O)([O-])[O-].[K+] (potassium nitrate), FC1=C(C=CC=C1)C1=CC(=NC(=C1)C)C (4-(2-fluorophenyl)-2,6-dimethylpyridine), [OH-].[NH4+] (ammonium hydroxide). Reaction conditions: time 10 minute. Product: FC1=C(C=C(C=C1)[N+](=O)[O-])C1=CC(=NC(=C1)C)C (4-(2-fluoro-5-nitrophenyl)-2,6-dimethylpyridine). Isolated yield 82.5%. As a reaction SMILES: S(=O)(=O)(O)O.[N+:6]([O-:9])([O-])=[O:7].[K+].[F:11][C:12]1[CH:17]=[CH:16][CH:15]=[CH:14][C:13]=1[C:18]1[CH:23]=[C:22]([CH3:24])[N:21]=[C:20]([CH3:25])[CH:19]=1.[OH-].[NH4+]>>[F:11][C:12]1[CH:17]=[CH:16][C:15]([N+:6]([O-:9])=[O:7])=[CH:14][C:13]=1[C:18]1[CH:19]=[C:20]([CH3:25])[N:21]=[C:22]([CH3:24])[CH:23]=1 |f:1.2,4.5|. Reported procedure: To 55 ml of concentrated sulphuric acid cooled in a salt-ice bath to about -10° to -15° C. was added 10.1 g of potassium nitrate over a 5 minute period. The mixture was allowed to stir for 10 minutes and then to it was added dropwise over a 30 minute period 18.5 g of 4-(2-fluorophenyl)-2,6-dimethylpyridine whereupon a gummy solid separated and a viscous slurry was obtained, the reaction temperature rising to about 0° C. In order to facilitate stirring, another 50 ml portion of concentrated sulph... The reactants are ClC1=CC=C(C=C1)N1[C@@H](CCCC1=O)C(=O)O ((S)-1-(4-Chloro-phenyl)-6-oxo-piperidine-2-carboxylic acid), NC1=CC(=NO1)C(C)(C)C (5-amino-3-tert-butylisoxazole), N1=CC=CC=C1 (pyridine), P(=O)(Cl)(Cl)Cl (phosphorous oxychloride). Run in O (water). Reaction conditions: temperature 0 celsius, time 30 minute. Product: C(C)(C)(C)C1=NOC(=C1)NC(=O)[C@H]1N(C(CCC1)=O)C1=CC=C(C=C1)Cl ((S)-1-(4-Chloro-phenyl)-6-oxo-piperidine-2-carboxylic acid (3-tert-butyl-isoxazol-5-yl)-amide). RXN SMILES: [Cl:1][C:2]1[CH:7]=[CH:6][C:5]([N:8]2[C:13](=[O:14])[CH2:12][CH2:11][CH2:10][C@H:9]2[C:15]([OH:17])=O)=[CH:4][CH:3]=1.[NH2:18][C:19]1[O:23][N:22]=[C:21]([C:24]([CH3:27])([CH3:26])[CH3:25])[CH:20]=1.N1C=CC=CC=1.P(Cl)(Cl)(Cl)=O>O>[C:24]([C:21]1[CH:20]=[C:19]([NH:18][C:15]([C@@H:9]2[CH2:10][CH2:11][CH2:12][C:13](=[O:14])[N:8]2[C:5]2[CH:4]=[CH:3][C:2]([Cl:1])=[CH:7][CH:6]=2)=[O:17])[O:23][N:22]=1)([CH3:27])([CH3:26])[CH3:25]. Procedure details: To a cold slurry of (S)-1-(4-Chloro-phenyl)-6-oxo-piperidine-2-carboxylic acid (0.2 g; 0.788 mmol) and 5-amino-3-tert-butylisoxazole (0.110 g; 0.788 mmol) in pyridine (0.956 mL; 11.820 mmol) is added phosphorous oxychloride (0.088 mL; 0.946 mmol). The mixture is stirred at 0° C. for 30 minutes and then diluted with water and extracted with ethyl acetate several times. The organics are combined and washed with water and brine, dried (Na2SO4), filtered and concentrated in vacuo. Purification by pr...